Dataset: the Open Reaction Database (ORD), a public repository of structured organic reaction records. Task: describe an organic reaction: reactants, conditions, products, and yield As a reaction SMILES: [Cl:1][C:2]1[CH:3]=[CH:4][CH:5]=[C:6]2[C:10]=1[NH:9][C:8]([C:11]([N:13]([O:15][CH3:16])[CH3:14])=[O:12])=[C:7]2[N+:17]([O-])=O.[Cl-].[NH4+]>C(O)C.O.[Fe]>[NH2:17][C:7]1[C:6]2[C:10](=[C:2]([Cl:1])[CH:3]=[CH:4][CH:5]=2)[NH:9][C:8]=1[C:11]([N:13]([O:15][CH3:16])[CH3:14])=[O:12] |f:1.2,3.4|. Run at temperature 50 celsius. The solvent is C(C)O.O (ethanol water). Procedure: To a solution of 7-chloro-2-[(N-methoxy-N-methylamino)carbonyl]-3-nitroindole (step 2, 420 mg, 1.5 mmol) in ethanol-water (2:1, 30 ml) was added iron powder (168 mg, 3 mmol) and ammonium chloride (160 mg, 3 mmol). The mixture was heated at 50° C. for 2 h, and then cooled to room temperature. After filtration through a pad of Celite, the filtrate was concentrated. The residue was purified by flash column chromatography eluting with ethyl acetate/hexane (1:10˜1:1) to give 287 mg (75%) of the title... Product: NC1=C(NC2=C(C=CC=C12)Cl)C(=O)N(C)OC (3-Amino-7-chloro-2-[(N-methoxy-N-methylamino)carbonyl]indole). Reagents/catalysts: [Fe] (iron). Yield: 75.4%. Reactants: ClC=1C=CC=C2C(=C(NC12)C(=O)N(C)OC)[N+](=O)[O-] (7-chloro-2-[(N-methoxy-N-methylamino)carbonyl]-3-nitroindole), [Cl-].[NH4+] (ammonium chloride). The reactants are NC1C=CCCCC1, O=Cc1ccccc1, O, c1ccccc1. Yields the product C1=CC(N=Cc2ccccc2)CCCC1. RXN SMILES: [CH:1]1([NH2:8])[CH:2]=[CH:3][CH2:4][CH2:5][CH2:6][CH2:7]1.[CH:9](=[O:10])[c:11]1[cH:12][cH:13][cH:14][cH:15][cH:16]1.[OH2:23].[cH:17]1[cH:18][cH:19][cH:20][cH:21][cH:22]1>>[CH:1]1([N:8]=[CH:9][c:11]2[cH:12][cH:13][cH:14][cH:15][cH:16]2)[CH:2]=[CH:3][CH2:4][CH2:5][CH2:6][CH2:7]1. Reactants: [Si](C)(C)(C(C)(C)C)O[C@H]1CC[C@H](CC1)C(C(=O)OCC1=CC=CC=C1)(C(C(=O)OCC1=CC=CC=C1)[C@@H]1CC[C@@H](CC1)O[Si](C)(C)C(C)(C)C)O (dibenzyl 2,3-bis(cis-4-((tert-butyldimethylsilyl)oxy)cyclohexyl)-2-hydroxysuccinate), [H][H] (hydrogen). Reagents/catalysts: [Pd].[C] (Pd carbon). Solvent: C(C)O (ethanol). Reaction conditions: time 24 hour. Yields the product [Si](C)(C)(C(C)(C)C)O[C@H]1CC[C@H](CC1)C(C(=O)O)(C(C(=O)O)[C@@H]1CC[C@@H](CC1)O[Si](C)(C)C(C)(C)C)O (2,3-Bis(cis-4-((tert-butyldimethylsilyl)oxy)cyclohexyl)-2-hydroxysuccinic acid). Isolated yield 129.5%. As a reaction SMILES: [Si:1]([O:8][C@@H:9]1[CH2:14][CH2:13][C@H:12]([C:15]([OH:51])([CH:26]([C@H:37]2[CH2:42][CH2:41][C@@H:40]([O:43][Si:44]([C:47]([CH3:50])([CH3:49])[CH3:48])([CH3:46])[CH3:45])[CH2:39][CH2:38]2)[C:27]([O:29]CC2C=CC=CC=2)=[O:28])[C:16]([O:18]CC2C=CC=CC=2)=[O:17])[CH2:11][CH2:10]1)([C:4]([CH3:7])([CH3:6])[CH3:5])([CH3:3])[CH3:2].[H][H]>C(O)C.[Pd].[C]>[Si:1]([O:8][C@@H:9]1[CH2:10][CH2:11][C@H:12]([C:15]([OH:51])([CH:26]([C@H:37]2[CH2:38][CH2:39][C@@H:40]([O:43][Si:44]([C:47]([CH3:50])([CH3:49])[CH3:48])([CH3:45])[CH3:46])[CH2:41][CH2:42]2)[C:27]([OH:29])=[O:28])[C:16]([OH:18])=[O:17])[CH2:13][CH2:14]1)([C:4]([CH3:6])([CH3:5])[CH3:7])([CH3:3])[CH3:2] |f:3.4|. Procedure details: To a solution of dibenzyl 2,3-bis(cis-4-((tert-butyldimethylsilyl)oxy)cyclohexyl)-2-hydroxysuccinate (500 mg, 0.38 mmol) in ethanol (15 ml) was added 10% Pd-carbon (150 mg) under a nitrogen gas stream. The atmosphere in the reaction vessel was replaced five times with nitrogen gas and was filled with hydrogen gas, and the contents in the reaction vessel were stirred under a hydrogen gas stream for 24 hr. The catalyst was collected by filtration through Celite pad and was washed with ethanol (50 ... Procedure details: A mixture of methyl-2-[4-trifluoromethyl-piperidinyl]-4-methylamino-5-nitro-benzoate (1.80 g, 4.19 mmol), Ra—Ni (200 mg) and MeOH (100 mL) is stirred for 5 h under 3 bar H2-atmosphere. The mixture is filtered, and the filtrate is concentrated. Solvent: CO (MeOH). Reactants: COC(C1=C(C=C(C(=C1)[N+](=O)[O-])NC)N1CCC(CC1)C(F)(F)F)=O (methyl-2-[4-trifluoromethyl-piperidinyl]-4-methylamino-5-nitro-benzoate). Run at time 5 hour. Product: COC(C1=C(C=C(C(=C1)N)NC)N1CCC(CC1)C(F)(F)F)=O (Methyl-2-[4-trifluoromethyl-piperidinyl]-4-methylamino-5-amino-benzoate). Reagents/catalysts: [Ni] (Ra—Ni). Reaction SMILES: [CH3:1][O:2][C:3](=[O:25])[C:4]1[CH:9]=[C:8]([N+:10]([O-])=O)[C:7]([NH:13][CH3:14])=[CH:6][C:5]=1[N:15]1[CH2:20][CH2:19][CH:18]([C:21]([F:24])([F:23])[F:22])[CH2:17][CH2:16]1>[Ni].CO>[CH3:1][O:2][C:3](=[O:25])[C:4]1[CH:9]=[C:8]([NH2:10])[C:7]([NH:13][CH3:14])=[CH:6][C:5]=1[N:15]1[CH2:16][CH2:17][CH:18]([C:21]([F:22])([F:24])[F:23])[CH2:19][CH2:20]1. Reactants: CCO, Cn1c(CC#N)ccc1C(=O)c1ccc(Cl)cc1, Cl, N, [Na+], [OH-], O. The product is Cn1c(CC(=O)O)ccc1C(=O)c1ccc(Cl)cc1. As a reaction SMILES: [CH3:24][CH2:25][OH:26].[Cl:1][c:2]1[cH:3][cH:4][c:5]([C:6](=[O:7])[c:8]2[cH:9][cH:10][c:11]([CH2:14][C:15]#[N:16])[n:12]2[CH3:13])[cH:17][cH:18]1.[ClH:22].[NH3:21].[Na+:20].[OH-:19].[OH2:23]>>[Cl:1][c:2]1[cH:3][cH:4][c:5]([C:6](=[O:7])[c:8]2[cH:9][cH:10][c:11]([CH2:14][C:15](=[O:19])[OH:23])[n:12]2[CH3:13])[cH:17][cH:18]1.